Dataset: the Open Reaction Database (ORD), a public repository of structured organic reaction records. Task: describe an organic reaction: reactants, conditions, products, and yield Starting materials: ( 1294.3g ), [OH-].[Na+] (sodium hydroxide), ( 940.8g ), C=CC1=CC=CC=C1 (styrene), [OH-].[Na+] (sodium hydroxide), S(O)(O)(=O)=O (sulfuric acid), CC=1C=CC=CC1C (O-xylene), 5096g, S(O)(O)(=O)=O (Sulfuric acid), 981g, C=CC1=CC=CC=C1 (Styrene), 3749g. The solvent is O (water). Conditions: time 30 minute. Yields the product 7982g, C1(=CC=CC=C1)C(C)C1=C(C(=CC=C1)C)C (phenylxylylethane). As a reaction SMILES: [CH3:1][C:2]1[CH:3]=[CH:4][CH:5]=[CH:6][C:7]=1[CH3:8].S(=O)(=O)(O)O.[CH2:14]=[CH:15][C:16]1[CH:21]=[CH:20][CH:19]=[CH:18][CH:17]=1.[OH-].[Na+]>O>[C:16]1([CH:15]([C:3]2[CH:4]=[CH:5][CH:6]=[C:7]([CH3:8])[C:2]=2[CH3:1])[CH3:14])[CH:21]=[CH:20][CH:19]=[CH:18][CH:17]=1 |f:3.4|. Procedure: O-xylene, 5096g, was charged to a 12 liter bottom outlet Pyrex reactor equipped with a mechanical agitator, heating mantle, addition funnel, cooling coil, thermometer, and a reflux condenser. Sulfuric acid, 981g of 96%, was charged in one portion with agitation. Styrene, 3749g, was added dropwise at 80°-85° C. over 90 min. The mixture was agitated for an additional 30 min. at 80°-85° C. after the styrene addition was complete. The mixture was allowed to settle for 45 min. and the lower sulfuric ... Reactants: BrC1=CC=C2CCN=C(C2=C1)C(C)C (7-bromo-1-isopropyl-3,4-dihydroisoquinoline), C(CCC)[Li] (n-butyllithium), hexanes, CN(C)C=O (DMF). The solvent is C1CCOC1 (THF). Run at time 20 minute. Yields the product C(C)(C)C1=NCCC2=CC=C(C=C12)C=O (1-isopropyl-3,4-dihydro-7-isoquinolinecarbaldehyde). RXN SMILES: Br[C:2]1[CH:11]=[C:10]2[C:5]([CH2:6][CH2:7][N:8]=[C:9]2[CH:12]([CH3:14])[CH3:13])=[CH:4][CH:3]=1.C([Li])CCC.CN([CH:23]=[O:24])C>C1COCC1>[CH:12]([C:9]1[C:10]2[C:5](=[CH:4][CH:3]=[C:2]([CH:23]=[O:24])[CH:11]=2)[CH2:6][CH2:7][N:8]=1)([CH3:14])[CH3:13]. Procedure details: A solution of Example 1I (4.7 g, 18.7 mmol) in THF (80 mL) at −78° C. was treated dropwise with 2.5M n-butyllithium in hexanes (9.0 mL, 22.4 mmol), stirred for 20 minutes, treated dropwise with DMF (2.2 mL, 28.0 mmol), stirred for 20 minutes, quenched with saturated NH4Cl, warmed to room temperature, and extracted with diethyl ether. The combined extracts were washed with brine, dried (MgSO4), filtered, and concentrated to provide the desired product. Reaction SMILES: [NH2:1][C:2]1[C:3]([CH3:30])=[C:4]([C:8]2[C:20]3[C:19]4[CH:18]=[CH:17][C:16]([O:21][CH2:22][CH2:23][O:24][CH3:25])=[CH:15][C:14]=4[NH:13][C:12]=3[C:11]([C:26]([O:28][CH3:29])=[O:27])=[N:10][N:9]=2)[CH:5]=[CH:6][CH:7]=1.[Cl:31][C:32]1[CH:33]=[CH:34][C:35]([CH:41]=O)=[C:36]([CH:40]=1)[C:37]([OH:39])=[O:38].C(O)(=O)C.C(O[BH-](OC(=O)C)OC(=O)C)(=O)C.[Na+]>ClCCl.O1CCCC1.CCOC(C)=O.O>[Cl:31][C:32]1[CH:33]=[CH:34][C:35]([CH2:41][NH:1][C:2]2[CH:7]=[CH:6][CH:5]=[C:4]([C:8]3[C:20]4[C:19]5[CH:18]=[CH:17][C:16]([O:21][CH2:22][CH2:23][O:24][CH3:25])=[CH:15][C:14]=5[NH:13][C:12]=4[C:11]([C:26]([O:28][CH3:29])=[O:27])=[N:10][N:9]=3)[C:3]=2[CH3:30])=[C:36]([CH:40]=1)[C:37]([OH:39])=[O:38] |f:3.4|. Reaction conditions: time 8 hour. The product is ClC=1C=CC(=C(C(=O)O)C1)CNC1=C(C(=CC=C1)C1=NN=C(C=2NC=3C=C(C=CC3C21)OCCOC)C(=O)OC)C (5-Chloro-2-((3-(4-(methoxycarbonyl)-7-(2-methoxyethoxy)-5H-pyridazino[4,5-b]indol-1-yl)-2-methylphenylamino)methyl)benzoic acid). Procedure: To a homogeneous, burgundy solution of methyl 1-(3-amino-2-methylphenyl)-7-(2-methoxyethoxy)-5H-pyridazino[4,5-b]indole-4-carboxylate (0.1603 g, 0.394 mmol), 5-chloro-2-formylbenzoic acid (0.182 g, 0.986 mmol) and acetic acid (0.056 mL, 0.986 mmol) in dichloromethane (7.89 mL) and tetrahydrofuran (5.26 mL) under nitrogen was added sodium triacetoxyborohydride (0.251 g, 1.183 mmol), and the reaction was stirred overnight. More sodium triacetoxyborohydride (146.2 mg) was added. After 1 hr, water (... Reactants: NC=1C(=C(C=CC1)C1=NN=C(C=2NC=3C=C(C=CC3C21)OCCOC)C(=O)OC)C (methyl 1-(3-amino-2-methylphenyl)-7-(2-methoxyethoxy)-5H-pyridazino[4,5-b]indole-4-carboxylate), ClC=1C=CC(=C(C(=O)O)C1)C=O (5-chloro-2-formylbenzoic acid), C(C)(=O)O (acetic acid), C(C)(=O)O[BH-](OC(C)=O)OC(C)=O.[Na+] (sodium triacetoxyborohydride), C(C)(=O)O[BH-](OC(C)=O)OC(C)=O.[Na+] (sodium triacetoxyborohydride). Run in CCOC(=O)C (EtOAc), ClCCl (dichloromethane), O1CCCC1 (tetrahydrofuran), O (water). Reactants: FC1=C(CBr)C=CC=C1 (2-fluorobenzylbromide), [C@@H]12C(CC[C@@H](CC1)N2)C(=O)OC ((1S,5S)-methyl 8-azabicyclo[3.2.1]octane-2-carboxylate), C(C)(C)N(C(C)C)CC (N,N-diisopropylethylamine). RXN SMILES: [C@H:1]12[NH:8][C@H:5]([CH2:6][CH2:7]1)[CH2:4][CH2:3][CH:2]2[C:9]([O:11][CH3:12])=[O:10].[F:13][C:14]1[CH:21]=[CH:20][CH:19]=[CH:18][C:15]=1[CH2:16]Br.C(N(CC)C(C)C)(C)C>C(Cl)Cl>[F:13][C:14]1[CH:21]=[CH:20][CH:19]=[CH:18][C:15]=1[CH2:16][N:8]1[C@@H:5]2[CH2:6][CH2:7][C@H:1]1[CH:2]([C:9]([O:11][CH3:12])=[O:10])[CH2:3][CH2:4]2. Run in C(Cl)Cl (DCM). Reported procedure: To (1S,5S)-methyl 8-azabicyclo[3.2.1]octane-2-carboxylate (185 mg, 1.1 mmol) dissolved in DCM (11 mL) was added 2-fluorobenzylbromide (206 mg, 1.1 mmol), followed by N,N-diisopropylethylamine (424 mg, 3.3 mmol). After stirring for 1 hour, the reaction mixture was quenched with water, and extracted with DCM. Dried and concentrated to give 186 mg of crude product. The crude was carried over the next step without further purification. The product is FC1=C(CN2[C@@H]3C(CC[C@H]2CC3)C(=O)OC)C=CC=C1 ((1S,5S)-Methyl 8-(2-fluorobenzyl)-8-azabicyclo[3.2.1]octane-2-carboxylate). Yield: 61.0%. Conditions: time 1 hour. Starting materials: C1=CCCCC1 (cyclohexene), C1(CCCCC1)O (cyclohexanol), C1=CCCCC1 (Cyclohexene), C1=CCCCC1 (cyclohexene). Reported procedure: With respect to the manner of the hydration reaction, there is no particular limitation; the reaction can be performed in either of continuous and batchwise manners. The hydration reaction is generally performed as follows. Cyclohexene is added to a catalyst slurry comprising a hydration catalyst and water to effect hydration of cyclohexene in a suspension state to obtain a reaction mixture comprising an aqueous phase comprised of the catalyst slurry and an oil phase comprised of cyclohexanol pr... Solvent: O (water). Product: CC1=CCCC1 (methylcyclopentene), C1(CCCCC1)O (cyclohexanol), desired intermediate. Reaction SMILES: [CH:1]1[CH2:6][CH2:5][CH2:4][CH2:3][CH:2]=1.[CH:7]1([OH:13])[CH2:12][CH2:11][CH2:10][CH2:9][CH2:8]1>O>[CH3:1][C:6]1[CH2:5][CH2:4][CH2:3][CH:2]=1.[CH:7]1([OH:13])[CH2:12][CH2:11][CH2:10][CH2:9][CH2:8]1.